From a dataset of the Open Reaction Database (ORD), a public repository of structured organic reaction records. describe an organic reaction: reactants, conditions, products, and yield Starting materials: ClC1=C2C=CC(=NC2=NC=C1)C (5-Chloro-2-methyl-[1,8]naphthyridine), NC1=C(C=CC(=C1)OCC1=CC(=CC=C1)OC)SC1=CC=C(C=C1)NC(C)=O (N-{4-[2-Amino-4-(3-methoxy-benzyloxy)-phenylsulfanyl]-phenyl}-acetamide), C(C)O (ethanol). Product: COC=1C=C(COC2=CC(=C(C=C2)SC2=CC=C(C=C2)NC(C)=O)NC2=CC=NC3=NC(=CC=C23)CCC)C=CC1 (N-{4-[4-(3-Methoxy-benzyloxy)-2-(7-propyl-[1,8]naphthyridin-4-ylamino)-phenylsulfanyl]-phenyl}-acetamide). RXN SMILES: Cl[C:2]1[CH:11]=[CH:10][N:9]=[C:8]2[C:3]=1[CH:4]=[CH:5][C:6]([CH3:12])=[N:7]2.[NH2:13][C:14]1[CH:19]=[C:18]([O:20][CH2:21][C:22]2[CH:27]=[CH:26][CH:25]=[C:24]([O:28][CH3:29])[CH:23]=2)[CH:17]=[CH:16][C:15]=1[S:30][C:31]1[CH:36]=[CH:35][C:34]([NH:37][C:38](=[O:40])[CH3:39])=[CH:33][CH:32]=1.[CH2:41](O)[CH3:42]>>[CH3:29][O:28][C:24]1[CH:23]=[C:22]([CH:27]=[CH:26][CH:25]=1)[CH2:21][O:20][C:18]1[CH:17]=[CH:16][C:15]([S:30][C:31]2[CH:36]=[CH:35][C:34]([NH:37][C:38](=[O:40])[CH3:39])=[CH:33][CH:32]=2)=[C:14]([NH:13][C:2]2[C:3]3[C:8](=[N:7][C:6]([CH2:12][CH2:41][CH3:42])=[CH:5][CH:4]=3)[N:9]=[CH:10][CH:11]=2)[CH:19]=1. Reported procedure: The product from Example 1d (18 mg, 0.085 mmol) was reacted in ethanol (1 mL) with the product from Example 153a (33 mg, 0.085 mmol) for 18 h following the procedure from Example 1g giving the crude title compound which was purified by HPLC with TFA providing the product as a trifluoroacetic acid salt (14 mg, 30%). 1H NMR (300 MHz, DMSO-d6) δ ppm: 0.97 (t, J=7.35 Hz, 3H) 1.69-1.93 (m, 2H) 2.02 (s, 3H) 2.99 (t, J=6.99 Hz, 2H) 3.75 (s, 3H) 5.13 (s, 2H) 6.29 (d, J=7.35 Hz, 1H) 6.91 (dd, J=8.09, 2.5... The reactants are CC(C)C(CO)Nc1nc(Nc2nnc(S(C)=O)[nH]2)ncc1Br, CO, O, O. Product: CC(C)C(CO)Nc1nc(Nc2nnc(S(C)(=O)=O)[nH]2)ncc1Br. Reaction SMILES: [Br:1][c:2]1[c:3]([NH:17][CH:18]([CH2:19][OH:20])[CH:21]([CH3:22])[CH3:23])[n:4][c:5]([NH:8][c:9]2[n:10][n:11][c:12]([S:14](=[O:15])[CH3:16])[nH:13]2)[n:6][cH:7]1.[CH3:24][OH:25].[OH2:26].[OH2:27]>>[Br:1][c:2]1[c:3]([NH:17][CH:18]([CH2:19][OH:20])[CH:21]([CH3:22])[CH3:23])[n:4][c:5]([NH:8][c:9]2[n:10][n:11][c:12]([S:14](=[O:15])([CH3:16])=[O:25])[nH:13]2)[n:6][cH:7]1.